From a dataset of the Open Reaction Database (ORD), a public repository of structured organic reaction records. describe an organic reaction: reactants, conditions, products, and yield Reactants: O=C([O-])[O-], CCOC(=O)C(C)(C)Oc1cccc(O)c1, [Cs+], [Cs+], CN(C)C=O, Cc1ccc(S(=O)(=O)OCCc2nc(-c3cccc(-c4ccccc4)c3)oc2C)cc1. Product: CCOC(=O)C(C)(C)Oc1cccc(OCCc2nc(-c3cccc(-c4ccccc4)c3)oc2C)c1. Reaction SMILES: [C:48](=[O:49])([O-:50])[O-:51].[CH2:32]([CH3:33])[O:34][C:35]([C:36]([CH3:37])([CH3:38])[O:39][c:40]1[cH:41][c:42]([OH:46])[cH:43][cH:44][cH:45]1)=[O:47].[Cs+:52].[Cs+:53].[O:54]=[CH:55][N:56]([CH3:57])[CH3:58].[c:1]1(-[c:26]2[cH:27][cH:28][cH:29][cH:30][cH:31]2)[cH:2][c:3](-[c:7]2[o:8][c:9]([CH3:25])[c:10]([CH2:12][CH2:13][O:14][S:15]([c:16]3[cH:17][cH:18][c:19]([CH3:20])[cH:21][cH:22]3)(=[O:23])=[O:24])[n:11]2)[cH:4][cH:5][cH:6]1>>[c:1]1(-[c:26]2[cH:27][cH:28][cH:29][cH:30][cH:31]2)[cH:2][c:3](-[c:7]2[o:8][c:9]([CH3:25])[c:10]([CH2:12][CH2:13][O:14][c:42]3[cH:41][c:40]([O:39][C:36]([C:35]([O:34][CH2:32][CH3:33])=[O:47])([CH3:37])[CH3:38])[cH:45][cH:44][cH:43]3)[n:11]2)[cH:4][cH:5][cH:6]1. The reactants are CCOC(=O)c1csc(N2CC(C(C)(C)C)C2O[SiH](c2ccccc2)c2ccccc2)n1, CC(C)(C)[Si](OCCN)(c1ccccc1)c1ccccc1, C[Al](C)C, CC(=O)O, CCOC(C)=O, c1ccccc1. Product: CC(C)(C)C1CN(c2nc(C(=O)NCCO[Si](c3ccccc3)(c3ccccc3)C(C)(C)C)cs2)C1O[SiH](c1ccccc1)c1ccccc1. Reaction SMILES: [C:1]([CH3:2])([CH3:3])([CH3:4])[CH:5]1[CH:6]([O:19][SiH:20]([c:21]2[cH:22][cH:23][cH:24][cH:25][cH:26]2)[c:27]2[cH:28][cH:29][cH:30][cH:31][cH:32]2)[N:7]([c:9]2[s:10][cH:11][c:12]([C:14](=[O:15])[O:16][CH2:17][CH3:18])[n:13]2)[CH2:8]1.[C:37]([CH3:38])([CH3:39])([CH3:40])[Si:41]([O:42][CH2:43][CH2:44][NH2:45])([c:46]1[cH:47][cH:48][cH:49][cH:50][cH:51]1)[c:52]1[cH:53][cH:54][cH:55][cH:56][cH:57]1.[CH3:33][Al:34]([CH3:35])[CH3:36].[CH3:58][C:59](=[O:60])[OH:61].[CH3:62][CH2:63][O:64][C:65](=[O:66])[CH3:67].[cH:68]1[cH:69][cH:70][cH:71][cH:72][cH:73]1>>[C:1]([CH3:2])([CH3:3])([CH3:4])[CH:5]1[CH:6]([O:19][SiH:20]([c:21]2[cH:22][cH:23][cH:24][cH:25][cH:26]2)[c:27]2[cH:28][cH:29][cH:30][cH:31][cH:32]2)[N:7]([c:9]2[s:10][cH:11][c:12]([C:14](=[O:15])[NH:45][CH2:44][CH2:43][O:42][Si:41]([C:37]([CH3:38])([CH3:39])[CH3:40])([c:46]3[cH:47][cH:48][cH:49][cH:50][cH:51]3)[c:52]3[cH:53][cH:54][cH:55][cH:56][cH:57]3)[n:13]2)[CH2:8]1. Reactants: C(C)OC(COC1=CC(=C(C(=C1)C)C1=NC2=C(N1)C=C(C=C2)C(NC2=CC(=CC=C2)Cl)=O)C)=O ({4-[6-(3-Chloro-phenylcarbamoyl)-1H-benzoimidazol-2-yl]-3,5-dimethyl-phenoxy}-acetic acid ethyl ester). Solvent: [Li+].[OH-] (LiOH), C1CCOC1 (THF). The product is ClC=1C=C(C=CC1)NC(=O)C=1C=CC2=C(NC(=N2)C2=C(C=C(OCC(=O)O)C=C2C)C)C1 ({4-[6-(3-Chloro-phenylcarbamoyl)-1H-benzoimidazol-2-yl]-3,5-dimethyl-phenoxy}-acetic acid). Reaction SMILES: C([O:3][C:4](=[O:34])[CH2:5][O:6][C:7]1[CH:12]=[C:11]([CH3:13])[C:10]([C:14]2[NH:18][C:17]3[CH:19]=[C:20]([C:23](=[O:32])[NH:24][C:25]4[CH:30]=[CH:29][CH:28]=[C:27]([Cl:31])[CH:26]=4)[CH:21]=[CH:22][C:16]=3[N:15]=2)=[C:9]([CH3:33])[CH:8]=1)C>[Li+].[OH-].C1COCC1>[Cl:31][C:27]1[CH:26]=[C:25]([NH:24][C:23]([C:20]2[CH:21]=[CH:22][C:16]3[N:15]=[C:14]([C:10]4[C:9]([CH3:33])=[CH:8][C:7]([O:6][CH2:5][C:4]([OH:34])=[O:3])=[CH:12][C:11]=4[CH3:13])[NH:18][C:17]=3[CH:19]=2)=[O:32])[CH:30]=[CH:29][CH:28]=1 |f:1.2|. Procedure details: A solution of {4-[6-(3-Chloro-phenylcarbamoyl)-1H-benzoimidazol-2-yl]-3,5-dimethyl-phenoxy}-acetic acid ethyl ester (71.7 mg) in 2N LiOH aqueous solution (1 mL) and THF (1 mL) was stirred at room temperature for 16 h. The mixture was washed with Et2O. The aqueous layer was acidified to pH 3 with 1N HCl aqueous solution, extracted with EtOAc, and the organic extracts were dried over Na2SO4, filtered and concentrated under reduced pressure to give {4-[6-(3-Chloro-phenylcarbamoyl)-1H-benzoimidazol-... Reported procedure: In U.S. Pat. No. 3,369,866, potassium hydroxide or carbonate and sulfur dioxide are reacted in potassium bisulfite solution at a pH of 4 to 7.5, and a temperature of 50° to 80° C. The solution is transferred to a second vessel where its pH is reduced to 5.5 by the addition of more sulfur dioxide in order to prevent precipitation of potassium sulfite, and the solution is cooled to 15° to 25° C. to obtain a crop of potassium metabisulfite crystals. The main concerns are to avoid product oxidation ... Reaction SMILES: [OH-].[K+:2].C(=O)([O-])[O-].[S:7](=[O:9])=[O:8].[S:10](=[O:13])([OH:12])[O-:11].[K+]>>[S:10]([S:7]([O-:9])=[O:8])([O-:12])(=[O:11])=[O:13].[K+:2].[K+:2] |f:0.1,4.5,6.7.8|. The product is S(=O)(=O)([O-])S(=O)[O-].[K+].[K+] (potassium metabisulfite). Starting materials: S(=O)=O (sulfur dioxide), [OH-].[K+] (potassium hydroxide), C([O-])([O-])=O (carbonate), S(=O)=O (sulfur dioxide), S([O-])(O)=O.[K+] (potassium bisulfite). The reactants are CNS(=O)(=O)C1=CC=C(C=C1)C1=NNC(C1)=O (N-methyl-4-(5-oxo-4,5-dihydro-1H-pyrazol-3-yl)benzenesulfonamide), [N+]1(=CC=CC2=CC=CC=C12)[O-] (quinoline N-oxide), C19H16N4O3S. The product is CNS(=O)(=O)C1=CC=C(C=C1)C/1=NNC(\C1=C\1/NC2=CC=CC=C2C=C1)=O ((Z)—N-methyl-4-(5-oxo-4-(quinolin-2(1H)-ylidene)-4,5-dihydro-1H-pyrazol-3-yl)benzenesulfonamide). As a reaction SMILES: [CH3:1][NH:2][S:3]([C:6]1[CH:11]=[CH:10][C:9]([C:12]2[CH2:16][C:15](=[O:17])[NH:14][N:13]=2)=[CH:8][CH:7]=1)(=[O:5])=[O:4].[N+:18]1([O-])[C:27]2[C:22](=[CH:23][CH:24]=[CH:25][CH:26]=2)[CH:21]=[CH:20][CH:19]=1>>[CH3:1][NH:2][S:3]([C:6]1[CH:7]=[CH:8][C:9]([C:12]2=[N:13][NH:14][C:15](=[O:17])/[C:16]/2=[C:19]2\[NH:18][C:27]3[C:22]([CH:21]=[CH:20]\2)=[CH:23][CH:24]=[CH:25][CH:26]=3)=[CH:10][CH:11]=1)(=[O:4])=[O:5]. Procedure details: The title compound was synthesized using N-methyl-4-(5-oxo-4,5-dihydro-1H-pyrazol-3-yl)benzenesulfonamide and quinoline N-oxide according to the procedure described in Example 23. 1H NMR (400 MHz, DMSO-d6) δ ppm 2.49 (s, 3H) 7.09 (s, 1H) 7.48-7.60 (m, 2H) 7.76-7.81 (m, 3H) 7.83-7.90 (m, 4H) 8.25 (d, J=9.09 Hz, 2H) 11.90 (s, 1H); ESI-MS: m/z calc'd for C19H16N4O3S 380.42. found 381.2 (M+H)+. Starting materials: [N+](=O)(O)[O-] (nitric acid), C(C)C=1C=C2C(=CC(OC2=CC1C)=O)O (6-ethyl-4-hydroxy-7-methylcoumarin), C(Cl)(Cl)Cl (chloroform). Product: CC1=CC=C2C(=CC(OC2=C1C)=O)O (7,8-dimethyl-4-hydroxycoumarin). Reaction SMILES: [N+]([O-])(O)=O.C([C:7]1[CH:8]=[C:9]2[C:14](=[CH:15][C:16]=1[CH3:17])[O:13][C:12](=[O:18])[CH:11]=[C:10]2[OH:19])C.[CH:20](Cl)(Cl)Cl>>[CH3:17][C:16]1[C:15]([CH3:20])=[C:14]2[C:9]([C:10]([OH:19])=[CH:11][C:12](=[O:18])[O:13]2)=[CH:8][CH:7]=1. Reported procedure: Fuming nitric acid (16 ml) was added to a stirred suspension of 6-ethyl-4-hydroxy-7-methylcoumarin (m.p. 234°-7° ; 3.17g) in chloroform (250 ml) at room temperature over 1 hour. After standing for a further hour, the solvent was removed in vacuo at room temperature and 6N hydrochloric acid (60 ml) added to the residue. Filtration gave the product, m.p. 170°-2°(d), (C12H11NO5 requires C, 57.83; H, 4.45; N, 5.62. Found: C, 58.07; H, 4.54; N, 5.76). The reactants are C1=C(C=C2CCCC3CCCC1=C23)NC2=CC=C(C(=O)OCC)C=C2 (ethyl 4-[(5,6,6a,7,8,9-hexahydro-4H-2-phenalenyl)amino]benzoate), [Cl-].[NH4+] (ammonium chloride), [H-].[Na+] (sodium hydride), BrCC (bromoethane). The solvent is CN(C=O)C (N,N-dimethylformamide), CN(C=O)C (N,N-dimethylformamide). Reaction conditions: time 15 minute. Product: C(C)N(C1=CC=C(C(=O)OCC)C=C1)C1=CC=2CCCC3CCCC(=C1)C23 (Ethyl 4-[N-ethyl-(5,6,6a,7,8,9-hexahydro-4H-2-phenalenyl)amino]benzoate). Yield: 90.0%. RXN SMILES: [H-].[Na+].[CH:3]1[C:14]2=[C:15]3[CH:10]([CH2:11][CH2:12][CH2:13]2)[CH2:9][CH2:8][CH2:7][C:6]3=[CH:5][C:4]=1[NH:16][C:17]1[CH:27]=[CH:26][C:20]([C:21]([O:23][CH2:24][CH3:25])=[O:22])=[CH:19][CH:18]=1.Br[CH2:29][CH3:30].[Cl-].[NH4+]>CN(C)C=O>[CH2:29]([N:16]([C:4]1[CH:3]=[C:14]2[C:15]3[CH:10]([CH2:11][CH2:12][CH2:13]2)[CH2:9][CH2:8][CH2:7][C:6]=3[CH:5]=1)[C:17]1[CH:18]=[CH:19][C:20]([C:21]([O:23][CH2:24][CH3:25])=[O:22])=[CH:26][CH:27]=1)[CH3:30] |f:0.1,4.5|. Reported procedure: A suspension of sodium hydride (60%, 0.009 g) in N,N-dimethylformamide (2 ml) was added with ethyl 4-[(5,6,6a,7,8,9-hexahydro-4H-2-phenalenyl)amino]benzoate (0.037 g) dissolved in N,N-dimethylformamide (1 ml), and the mixture was stirred at room temperature for 15 minutes. The reaction mixture was added with bromoethane (0.02 ml), the mixture was stirred at room temperature for 2 hours, and then added with saturated aqueous ammonium chloride, and the mixture was extracted with diethyl ether. The... Reactants: FC(SCC[C@H](N)C(=O)O)(F)F (trifluoromethionine), CO (methanol), trifluoromethionine amide(WY-200), FC(SCC[C@H](N)C(=O)O)(F)F (trifluoromethionine). Product: COC([C@@H](N)CCSC(F)(F)F)=O (trifluoromethionine methyl ester). Reaction SMILES: [F:1][C:2]([F:12])([F:11])[S:3][CH2:4][CH2:5][C@@H:6]([C:8]([OH:10])=[O:9])[NH2:7].[CH3:13]O>>[CH3:13][O:9][C:8](=[O:10])[C@H:6]([CH2:5][CH2:4][S:3][C:2]([F:11])([F:1])[F:12])[NH2:7]. Procedure details: The compounds of the present invention can be synthesized from trifluoromethionine, for example. For example, trifluoromethionine amide(WY-200) can be obtained by: reacting trifluoromethionine with methanol to produce trifluoromethionine methyl ester; and reacting ammonia with the trifluoromethionine methyl ester. The reactants are resultant mixture, B.CSC (Borane dimethylsulfide), C(C1=CC=CC=C1)OC1=CC2=C(C=C(CO2)C2=CC=C(C=C2)OC)C=C1 (7-benzyloxy-3-(4-methoxyphenyl)-2H-1-benzopyran), C1CCOC1 (THF), C1CCOC1 (THF). Conditions: time 5 minute. Yields the product O1CCC(C2=CC=CC=C12)O (chroman-4-ol). Isolated yield 60.0%. As a reaction SMILES: B.CSC.C(O[C:13]1[CH:30]=[CH:29][C:16]2[CH:17]=[C:18](C3C=CC(OC)=CC=3)[CH2:19][O:20][C:15]=2[CH:14]=1)C1C=CC=CC=1.C1C[O:34]CC1>>[O:20]1[C:15]2[C:16](=[CH:29][CH:30]=[CH:13][CH:14]=2)[CH:17]([OH:34])[CH2:18][CH2:19]1 |f:0.1|. Procedure: Borane-dimethylsulfide complex (BH3—SMe2) (10 M, 1.14 mL, 11.4 mmol) in THF was added dropwise at 0° C. to a solution of compound 1 (1 g, 2.9 mmol) in THF (12 mL), and the resultant mixture was stirred at 0° C. for 4 hrs. After completion of the reaction, the mixture was quenched with H2O (7 mL), and then continually stirred for 5 min, followed by addition of 10% NaOH (2 mL) and 37% H2O2 (0.36 mL). After stirring for 30 min, the mixture was extracted with CH2Cl2 (30 mL×5). The organic layers wer...